describe an organic reaction: reactants, conditions, products, and yield From a dataset of the Open Reaction Database (ORD), a public repository of structured organic reaction records. Starting materials: [Br-], CCOC(C)=O, CCOCC, [Mg+]C1CC1, CC(=O)c1ccc(F)cc1F, C1CCOC1, O. The product is CC(O)(c1ccc(F)cc1F)C1CC1. As a reaction SMILES: [Br-:12].[CH3:18][CH2:19][O:20][C:21](=[O:22])[CH3:23].[CH3:24][CH2:25][O:26][CH2:27][CH3:28].[CH:13]1([Mg+:16])[CH2:14][CH2:15]1.[F:1][c:2]1[c:3]([C:9]([CH3:10])=[O:11])[cH:4][cH:5][c:6]([F:8])[cH:7]1.[O:29]1[CH2:30][CH2:31][CH2:32][CH2:33]1.[OH2:17]>>[F:1][c:2]1[c:3]([C:9]([CH3:10])([OH:11])[CH:13]2[CH2:14][CH2:15]2)[cH:4][cH:5][c:6]([F:8])[cH:7]1. The reactants are [Al+3], C1CCOC1, CCOC(=O)CN(C)c1ccc(C(O)(C(F)(F)F)C(F)(F)F)cc1, [H-], [H-], [H-], [H-], [Li+]. Product: CN(CCO)c1ccc(C(O)(C(F)(F)F)C(F)(F)F)cc1. As a reaction SMILES: [Al+3:26].[CH2:31]1[O:32][CH2:33][CH2:34][CH2:35]1.[CH3:1][N:2]([CH2:3][C:4](=[O:5])[O:6][CH2:7][CH3:8])[c:9]1[cH:10][cH:11][c:12]([C:15]([C:16]([F:17])([F:18])[F:19])([C:20]([F:21])([F:22])[F:23])[OH:24])[cH:13][cH:14]1.[H-:25].[H-:28].[H-:29].[H-:30].[Li+:27]>>[CH3:1][N:2]([CH2:3][CH2:4][OH:5])[c:9]1[cH:10][cH:11][c:12]([C:15]([C:16]([F:17])([F:18])[F:19])([C:20]([F:21])([F:22])[F:23])[OH:24])[cH:13][cH:14]1. The reactants are BrC1=NC=CC=C1C=O (2-bromo-pyridine-3-carbaldehyde), C[Mg]Br (methylmagnesium bromide). Run in C1CCOC1 (THF). Run at temperature 0 celsius. Product: BrC1=NC=CC=C1C(C)O (1-(2-Bromo-pyridin-3-yl)-ethanol). Reaction SMILES: [Br:1][C:2]1[C:7]([CH:8]=[O:9])=[CH:6][CH:5]=[CH:4][N:3]=1.[CH3:10][Mg]Br>C1COCC1>[Br:1][C:2]1[C:7]([CH:8]([OH:9])[CH3:10])=[CH:6][CH:5]=[CH:4][N:3]=1. Procedure details: To a solution of 2-bromo-pyridine-3-carbaldehyde (0.14 g, 0.75 mmol) in dry THF (10 mL) was dropwise added methylmagnesium bromide (1.4 M, 0.59 mL, 0.82 mmol) at −20° C. The reaction was allowed to warm to 0° C. for 20 min and then quenched with aqueous ammonium chloride solution. The usual work up gave a crude material, which was purified by chromatography (silica gel, 40% EtOAc/hexanes). 1H NMR (300 MHz, CDCl3) 8.30 (m, 1H), 7.96 (m, 1H), 7.34 (m, 1H), 5.21 (q, 1H), 1.54 (d, 3H). Starting materials: ClCCCl, CN(C)c1ccncc1, COc1cc(CC(=O)O)ccc1NC(=O)Nc1ccccc1Cl, Cl, CN(C)C=O, O, COC(=O)c1ccc(OCC2CC(Oc3ccc4ccccc4c3)CN2)cc1. Yields the product COC(=O)c1ccc(OCC2CC(Oc3ccc4ccccc4c3)CN2C(=O)Cc2ccc(NC(=O)Nc3ccccc3Cl)c(OC)c2)cc1. As a reaction SMILES: [CH2:52]([Cl:53])[CH2:54][Cl:55].[CH3:58][N:59]([c:60]1[cH:61][cH:62][n:63][cH:64][cH:65]1)[CH3:66].[Cl:1][c:2]1[c:3]([NH:8][C:9]([NH:10][c:11]2[c:12]([O:21][CH3:22])[cH:13][c:14]([CH2:17][C:18](=[O:19])[OH:20])[cH:15][cH:16]2)=[O:23])[cH:4][cH:5][cH:6][cH:7]1.[ClH:56].[O:67]=[CH:68][N:69]([CH3:70])[CH3:71].[OH2:57].[cH:24]1[c:25]([O:34][CH:35]2[CH2:36][CH:37]([CH2:40][O:41][c:42]3[cH:43][cH:44][c:45]([C:46](=[O:47])[O:48][CH3:49])[cH:50][cH:51]3)[NH:38][CH2:39]2)[cH:26][cH:27][c:28]2[cH:29][cH:30][cH:31][cH:32][c:33]12>>[Cl:1][c:2]1[c:3]([NH:8][C:9]([NH:10][c:11]2[c:12]([O:21][CH3:22])[cH:13][c:14]([CH2:17][C:18](=[O:20])[N:38]3[CH:37]([CH2:40][O:41][c:42]4[cH:43][cH:44][c:45]([C:46](=[O:47])[O:48][CH3:49])[cH:50][cH:51]4)[CH2:36][CH:35]([O:34][c:25]4[cH:24][c:33]5[c:28]([cH:27][cH:26]4)[cH:29][cH:30][cH:31][cH:32]5)[CH2:39]3)[cH:15][cH:16]2)=[O:23])[cH:4][cH:5][cH:6][cH:7]1. Starting materials: ClC1=C(C=CC(=C1)Cl)C1=NC(=NC=C1C=1NC=CN1)CCN (4-(2,4-dichlorophenyl)-5-imidazol-2-ylpyrimidin-2-ylethylamine), ClC1=CC=C(C(=N1)NC)[N+](=O)[O-] (6-chloro-2-methylamino-3-nitro-pyridine), COC1=C(C=CC(=N1)NCCN)[N+](=O)[O-] ((2-[(6-methoxy-5-nitro(2-pyridyl))amino]-ethyl}amine). Product: ClC1=C(C=CC(=C1)Cl)C1=NC(=NC=C1C=1NC=CN1)NCCNC1=NC(=C(C=C1)[N+](=O)[O-])NC ([4-(2,4-dichlorophenyl)-5-imidazol-2-ylpyrimidin-2-yl](2-{[6-(methylamino)-5-nitro(2-pyridyl)]amino}ethyl)amine). As a reaction SMILES: [Cl:1][C:2]1[CH:7]=[C:6]([Cl:8])[CH:5]=[CH:4][C:3]=1[C:9]1[C:14]([C:15]2[NH:16][CH:17]=[CH:18][N:19]=2)=[CH:13][N:12]=[C:11](CCN)[N:10]=1.Cl[C:24]1[N:29]=[C:28]([NH:30][CH3:31])[C:27]([N+:32]([O-:34])=[O:33])=[CH:26][CH:25]=1.CO[C:37]1[N:42]=C(NCCN)C=C[C:38]=1[N+:47]([O-])=O>>[Cl:1][C:2]1[CH:7]=[C:6]([Cl:8])[CH:5]=[CH:4][C:3]=1[C:9]1[C:14]([C:15]2[NH:16][CH:17]=[CH:18][N:19]=2)=[CH:13][N:12]=[C:11]([NH:42][CH2:37][CH2:38][NH:47][C:24]2[CH:25]=[CH:26][C:27]([N+:32]([O-:34])=[O:33])=[C:28]([NH:30][CH3:31])[N:29]=2)[N:10]=1. Procedure: [4-(2,4-dichlorophenyl)-5-imidazol-2-ylpyrimidin-2-yl](2-{[6-(methylamino)-5-nitro(2-pyridyl)]amino}ethyl)amine was prepared from [4-(2,4-dichlorophenyl)-5-imidazol-2-ylpyrimidin-2-ylethylamine and 6-chloro-2-methylamino-3-nitro-pyridine in accordance with the procedure described above for the preparation of [4-(2,4-dichlorophenyl)-5-imidazol-2-ylpyrimidin-2-yl]{(2-[(6-methoxy-5-nitro(2-pyridyl))amino]-ethyl}amine.